This data is from the Open Reaction Database (ORD), a public repository of structured organic reaction records. The task is: describe an organic reaction: reactants, conditions, products, and yield Reactants: Cl (HCl), N(=O)OC(C)(C)C (t-butyl nitrite), cuprous chloride, C(C)OC(=O)C=1C=NN(C1N)CCOCCOC (5-amino-1-[2-(2-methoxyethoxy)-ethyl]-1H-pyrazole-4-carboxylic acid ethyl ester). Run in C(C)#N (acetonitrile). Reaction conditions: time 1 hour. Product: C(C)OC(=O)C=1C=NN(C1Cl)CCOCCOC (5-chloro-1-[2-(2-methoxyethoxy)-ethyl]-1H-pyrazole-4-carboxylic acid ethyl ester). Yield: 30.0%. As a reaction SMILES: N(OC(C)(C)C)=O.[CH2:8]([O:10][C:11]([C:13]1[CH:14]=[N:15][N:16]([CH2:19][CH2:20][O:21][CH2:22][CH2:23][O:24][CH3:25])[C:17]=1N)=[O:12])[CH3:9].[ClH:26]>C(#N)C>[CH2:8]([O:10][C:11]([C:13]1[CH:14]=[N:15][N:16]([CH2:19][CH2:20][O:21][CH2:22][CH2:23][O:24][CH3:25])[C:17]=1[Cl:26])=[O:12])[CH3:9]. Reported procedure: To a mixture of t-butyl nitrite (8.5 mL, 64.5 mmol), anhydrous cuprous chloride (6.54 g, 66.1 mmol) and anhydrous acetonitrile (80 mL) was added 5-amino-1-[2-(2-methoxyethoxy)-ethyl]-1H-pyrazole-4-carboxylic acid ethyl ester (10.38 g, 40.3 mmol) over 10 minutes at 0° C. The reaction mixture was stirred at room temperature for 1 h, then at 70° C. for 2 h. The mixture was then cooled to room temperature and poured carefully into 6.0 N aqueous HCl (45 mL). The aqueous phase was extracted with methy... Starting materials: O=C(Oc1ccc([N+](=O)[O-])cc1)OC1COC2C(O)COC12, CN(C)c1ccncc1, OCCCCCCCl, ClCCl. Yields the product O=C(OCCCCCCCl)OC1COC2C(O)COC12. As a reaction SMILES: [C:9]([O:10][CH:11]1[CH:12]2[CH:13]([O:14][CH2:15]1)[CH:16]([OH:19])[CH2:17][O:18]2)([O:20][c:22]1[cH:23][cH:24][c:25]([N+:26]([O-:27])=[O:28])[cH:29][cH:30]1)=[O:21].[CH3:31][N:32]([CH3:33])[c:34]1[cH:35][cH:36][n:37][cH:38][cH:39]1.[Cl:1][CH2:2][CH2:3][CH2:4][CH2:5][CH2:6][CH2:7][OH:8].[Cl:40][CH2:41][Cl:42]>>[Cl:1][CH2:2][CH2:3][CH2:4][CH2:5][CH2:6][CH2:7][O:8][C:9]([O:10][CH:11]1[CH:12]2[CH:13]([O:14][CH2:15]1)[CH:16]([OH:19])[CH2:17][O:18]2)=[O:20]. Reactants: Brc1cncs1, CC1(C)OB(c2cc(CO[Si](C)(C)C(C)(C)C)cc(Nc3nccc(C(F)(F)F)n3)c2)OC1(C)C, O=C([O-])[O-], CC(C)c1cc(C(C)C)c(-c2ccccc2P(C2CCCCC2)C2CCCCC2)c(C(C)C)c1, [Cs+], [Cs+], O=C(C=Cc1ccccc1)C=Cc1ccccc1, O=C(C=Cc1ccccc1)C=Cc1ccccc1, C1COCCO1, O=C(C=Cc1ccccc1)C=Cc1ccccc1, O, [Pd], [Pd]. Yields the product CC(C)(C)[Si](C)(C)OCc1cc(Nc2nccc(C(F)(F)F)n2)cc(-c2cncs2)c1. As a reaction SMILES: [Br:76][c:77]1[cH:78][n:79][cH:80][s:81]1.[C:1]([CH3:2])([CH3:3])([CH3:4])[Si:5]([O:6][CH2:7][c:8]1[cH:9][c:10]([NH:23][c:24]2[n:25][cH:26][cH:27][c:28]([C:30]([F:31])([F:32])[F:33])[n:29]2)[cH:11][c:12]([B:14]2[O:15][C:16]([CH3:17])([CH3:18])[C:19]([CH3:20])([CH3:21])[O:22]2)[cH:13]1)([CH3:34])[CH3:35].[C:70](=[O:71])([O-:72])[O-:73].[CH:36]1([P:37]([CH:38]2[CH2:39][CH2:40][CH2:41][CH2:42][CH2:43]2)[c:44]2[cH:45][cH:46][cH:47][cH:48][c:49]2-[c:50]2[c:51]([CH:52]([CH3:53])[CH3:54])[cH:55][c:56]([CH:57]([CH3:58])[CH3:59])[cH:60][c:61]2[CH:62]([CH3:63])[CH3:64])[CH2:65][CH2:66][CH2:67][CH2:68][CH2:69]1.[Cs+:74].[Cs+:75].[O:102]=[C:103]([CH:104]=[CH:105][c:106]1[cH:107][cH:108][cH:109][cH:110][cH:111]1)[CH:112]=[CH:113][c:114]1[cH:115][cH:116][cH:117][cH:118][cH:119]1.[O:120]=[C:121]([CH:122]=[CH:123][c:124]1[cH:125][cH:126][cH:127][cH:128][cH:129]1)[CH:130]=[CH:131][c:132]1[cH:133][cH:134][cH:135][cH:136][cH:137]1.[O:139]1[CH2:140][CH2:141][O:142][CH2:143][CH2:144]1.[O:84]=[C:85]([CH:86]=[CH:87][c:88]1[cH:89][cH:90][cH:91][cH:92][cH:93]1)[CH:94]=[CH:95][c:96]1[cH:97][cH:98][cH:99][cH:100][cH:101]1.[OH2:138].[Pd:82].[Pd:83]>>[C:1]([CH3:2])([CH3:3])([CH3:4])[Si:5]([O:6][CH2:7][c:8]1[cH:9][c:10]([NH:23][c:24]2[n:25][cH:26][cH:27][c:28]([C:30]([F:31])([F:32])[F:33])[n:29]2)[cH:11][c:12](-[c:77]2[cH:78][n:79][cH:80][s:81]2)[cH:13]1)([CH3:34])[CH3:35]. Reactants: C(C)(C)(C)C1=CC(=C(C=N1)C=1N([C@]([C@](N1)(C)C1=CC=C(C=C1)Cl)(C)C1=CC=C(C=C1)Cl)C(=O)N1CCC(CC1)CC(=O)O)OCC ({1-[(4S,5R)-2-(6-tert-butyl-4-ethoxy-pyridin-3-yl)-4,5-bis-(4-chloro-phenyl)-4,5-dimethyl-4,5-dihydro-imidazole-1-carbonyl]-piperidin-4-yl}-acetic acid), FC1=C(C=CC=C1)[C@H](C)N ((S)-1-(2-fluoro-phenyl)-ethylamine). The product is C(C)(C)(C)C1=CC(=C(C=N1)C=1N([C@]([C@](N1)(C)C1=CC=C(C=C1)Cl)(C)C1=CC=C(C=C1)Cl)C(=O)N1CCC(CC1)CC(=O)N[C@@H](C)C1=C(C=CC=C1)F)OCC (2-{1-[(4S,5R)-2-(6-tert-Butyl-4-ethoxy-pyridin-3-yl)-4,5-bis-(4-chloro-phenyl)-4,5-dimethyl-4,5-dihydro-imidazole-1-carbonyl]-piperidin-4-yl}-N-[(S)-1-(2-fluoro-phenyl)-ethyl]-acetamide). RXN SMILES: [C:1]([C:5]1[N:10]=[CH:9][C:8]([C:11]2[N:12]([C:32]([N:34]3[CH2:39][CH2:38][CH:37]([CH2:40][C:41]([OH:43])=O)[CH2:36][CH2:35]3)=[O:33])[C@@:13]([C:25]3[CH:30]=[CH:29][C:28]([Cl:31])=[CH:27][CH:26]=3)([CH3:24])[C@@:14]([C:17]3[CH:22]=[CH:21][C:20]([Cl:23])=[CH:19][CH:18]=3)([CH3:16])[N:15]=2)=[C:7]([O:44][CH2:45][CH3:46])[CH:6]=1)([CH3:4])([CH3:3])[CH3:2].[F:47][C:48]1[CH:53]=[CH:52][CH:51]=[CH:50][C:49]=1[C@@H:54]([NH2:56])[CH3:55]>>[C:1]([C:5]1[N:10]=[CH:9][C:8]([C:11]2[N:12]([C:32]([N:34]3[CH2:35][CH2:36][CH:37]([CH2:40][C:41]([NH:56][C@H:54]([C:49]4[CH:50]=[CH:51][CH:52]=[CH:53][C:48]=4[F:47])[CH3:55])=[O:43])[CH2:38][CH2:39]3)=[O:33])[C@@:13]([C:25]3[CH:30]=[CH:29][C:28]([Cl:31])=[CH:27][CH:26]=3)([CH3:24])[C@@:14]([C:17]3[CH:22]=[CH:21][C:20]([Cl:23])=[CH:19][CH:18]=3)([CH3:16])[N:15]=2)=[C:7]([O:44][CH2:45][CH3:46])[CH:6]=1)([CH3:4])([CH3:2])[CH3:3]. Procedure details: In a manner analogous to the method described in example 163, {1-[(4S,5R)-2-(6-tert-butyl-4-ethoxy-pyridin-3-yl)-4,5-bis-(4-chloro-phenyl)-4,5-dimethyl-4,5-dihydro-imidazole-1-carbonyl]-piperidin-4-yl}-acetic acid was coupled with (S)-1-(2-fluoro-phenyl)-ethylamine (Matrix) to give the title compound. HR-MS (ES, m/z) calculated for C44H51Cl2FN5O3 [(M+H)+] 786.3348, observed 786.3343. Starting materials: [N+](=O)([O-])C1=CC=C(COC(=O)C=2N3C([C@@H]([C@H]3SC2)Br)=O)C=C1 ((5R,6S)-6-bromo-7-oxo-4-thia-1-aza-bicyclo[3.2.0]hept-2-ene-2-carboxylic acid 4-nitro-benzyl ester), CNC1(CC=NC=C1)NC (4,4-dimethylamino pyridine), C(C)(=O)OC(C)=O (acetic anhydride), [N+](=O)([O-])C1=CC=C(COC(=O)N2CC=3N(CC2)C=C(N3)C=O)C=C1 (7-p-nitrobenzyloxycarbonyl-5,6,7,8-tetrahydroimidazo[1,2-a]pyrazine-2-carbaldehyde), [Mg+2].[Br-].[Br-] (MgBr2), C(CC(O)(C(=O)O)CC(=O)O)(=O)O (Citric acid). Solvent: C1CCOC1 (THF), C(C)N(CC)CC (triethylamine), C(C)#N (acetonitrile), C(C)#N (acetonitrile). Run at temperature -20 celsius, time 10 minute. Product: [N+](=O)([O-])C1=CC=C(COC(=O)C=2N3C(C([C@H]3SC2)(Br)C(C=2N=C3N(CCN(C3)C(=O)OCC3=CC=C(C=C3)[N+](=O)[O-])C2)OC(C)=O)=O)C=C1 ((5R)-6-[Acetoxy-(7-p-nitrobenzyloxycarbonyl-5,6,7,8-tetrahydroimidazo[1,2-a]pyrazin-2-yl)-methyl]-6-bromo-7-oxo-4-thia-1azabicyclo[3.2.0]hept-2-ene-2-carboxylic acid p-nitrobenzyl ester). Reaction SMILES: [N+:1]([C:4]1[CH:24]=[CH:23][C:7]([CH2:8][O:9][C:10]([N:12]2[CH2:17][CH2:16][N:15]3[CH:18]=[C:19]([CH:21]=[O:22])[N:20]=[C:14]3[CH2:13]2)=[O:11])=[CH:6][CH:5]=1)([O-:3])=[O:2].[Mg+2].[Br-].[Br-].[N+:28]([C:31]1[CH:49]=[CH:48][C:34]([CH2:35][O:36][C:37]([C:39]2[N:40]3[C@H:43]([S:44][CH:45]=2)[C@@H:42]([Br:46])[C:41]3=[O:47])=[O:38])=[CH:33][CH:32]=1)([O-:30])=[O:29].CNC1(NC)C=CN=CC1.[C:60](OC(=O)C)(=[O:62])[CH3:61].C(O)(=O)CC(CC(O)=O)(C(O)=O)O>C(N(CC)CC)C.C1COCC1.C(#N)C>[N+:28]([C:31]1[CH:49]=[CH:48][C:34]([CH2:35][O:36][C:37]([C:39]2[N:40]3[C@H:43]([S:44][CH:45]=2)[C:42]([CH:21]([O:22][C:60](=[O:62])[CH3:61])[C:19]2[N:20]=[C:14]4[CH2:13][N:12]([C:10]([O:9][CH2:8][C:7]5[CH:23]=[CH:24][C:4]([N+:1]([O-:3])=[O:2])=[CH:5][CH:6]=5)=[O:11])[CH2:17][CH2:16][N:15]4[CH:18]=2)([Br:46])[C:41]3=[O:47])=[O:38])=[CH:33][CH:32]=1)([O-:30])=[O:29] |f:1.2.3|. Procedure details: The dry acetonitrile (25 mL) solution of 7-p-nitrobenzyloxycarbonyl-5,6,7,8-tetrahydroimidazo[1,2-a]pyrazine-2-carbaldehyde (1.6 g) was added to the dry acetonitrile (55 mL) solution of MgBr2 (2.2 g) under an nitrogen atmosphere at room temperature then the mixture was stirred for 10 min. The dry THF (80 mL) solution of (5R,6S)-6-bromo-7-oxo-4-thia-1-aza-bicyclo[3.2.0]hept-2-ene-2-carboxylic acid 4-nitro-benzyl ester (1.8 g) was added, the mixture was cooled to −20° C. then triethylamine (1.6 mL...